From a dataset of the Open Reaction Database (ORD), a public repository of structured organic reaction records. describe an organic reaction: reactants, conditions, products, and yield The reactants are O=C(Cl)c1ccccc1, C=CC(O)c1cc2ccccc2n1S(=O)(=O)c1ccccc1, c1ccncc1. Product: C=CC(OC(=O)c1ccccc1)c1cc2ccccc2n1S(=O)(=O)c1ccccc1. As a reaction SMILES: [C:23]([c:24]1[cH:25][cH:26][cH:27][cH:28][cH:29]1)(=[O:30])[Cl:31].[c:1]1([S:7](=[O:8])(=[O:9])[n:10]2[c:11]([CH:19]([CH:20]=[CH2:21])[OH:22])[cH:12][c:13]3[cH:14][cH:15][cH:16][cH:17][c:18]23)[cH:2][cH:3][cH:4][cH:5][cH:6]1.[cH:32]1[cH:33][cH:34][n:35][cH:36][cH:37]1>>[c:1]1([S:7](=[O:8])(=[O:9])[n:10]2[c:11]([CH:19]([CH:20]=[CH2:21])[O:22][C:23]([c:24]3[cH:25][cH:26][cH:27][cH:28][cH:29]3)=[O:30])[cH:12][c:13]3[cH:14][cH:15][cH:16][cH:17][c:18]23)[cH:2][cH:3][cH:4][cH:5][cH:6]1. The reactants are C1CCNCC1, CCO, O=Cc1[nH]cc2c1CCNC2=O, O=C1Cc2cc(-c3ccccc3)ccc2N1. The product is O=C1Nc2ccc(-c3ccccc3)cc2C1=Cc1[nH]cc2c1CCNC2=O. RXN SMILES: [CH2:29]1[CH2:30][CH2:31][NH:32][CH2:33][CH2:34]1.[CH3:35][CH2:36][OH:37].[O:17]=[C:18]1[NH:19][CH2:20][CH2:21][c:22]2[c:23]1[cH:24][nH:25][c:26]2[CH:27]=[O:28].[c:1]1(-[c:7]2[cH:8][c:9]3[c:13]([cH:14][cH:15]2)[NH:12][C:11](=[O:16])[CH2:10]3)[cH:2][cH:3][cH:4][cH:5][cH:6]1>>[c:1]1(-[c:7]2[cH:8][c:9]3[c:13]([cH:14][cH:15]2)[NH:12][C:11](=[O:16])[C:10]3=[CH:27][c:26]2[c:22]3[c:23]([cH:24][nH:25]2)[C:18](=[O:17])[NH:19][CH2:20][CH2:21]3)[cH:2][cH:3][cH:4][cH:5][cH:6]1. Reaction conditions: time 48 hour. Procedure: 11.0 g (0.016 mole) 1,3-dipalmitin-succinic acid monoester-acylchloride are dissolved in 350 ml chloroform, cooled to 5° and 1.6 g dry pyridine added. Subsequently, a suspension of 6.2 g bupranolol--HCl in dry chloroform is added in drops over one hour at 5°. The reaction mixture is then further processed for 48 hours under reflux and the exclusion of water at room temperature. The chloroform solution is then washed with 0.1N HCl and water, dried over MgSO4 and evaporated. The rubber-like produc... Reaction SMILES: N1C=CC=CC=1.[CH3:7][C:8]1[CH:9]=[CH:10][C:11]([Cl:24])=[C:12]([O:14][CH2:15][CH:16]([OH:23])[CH2:17][NH:18][C:19]([CH3:22])([CH3:21])[CH3:20])[CH:13]=1.[ClH:25].O>C(Cl)(Cl)Cl>[CH3:7][C:8]1[CH:9]=[CH:10][C:11]([Cl:24])=[C:12]([O:14][CH2:15][CH:16]([OH:23])[CH2:17][NH:18][C:19]([CH3:20])([CH3:22])[CH3:21])[CH:13]=1.[ClH:25] |f:5.6|. Yields the product CC=1C=CC(=C(C1)OCC(CNC(C)(C)C)O)Cl.Cl (Bupranolol HCl). Run in C(Cl)(Cl)Cl (chloroform), C(Cl)(Cl)Cl (chloroform). Starting materials: Cl (HCl), 1,3-dipalmitin succinic acid monoester-acylchloride, N1=CC=CC=C1 (pyridine), CC=1C=CC(=C(C1)OCC(CNC(C)(C)C)O)Cl (bupranolol), O (water). The reactants are NC1=C(C=CC(=C1)C(=O)N1CCCCCC1)C(=O)C1=CN=C2N1C=C(C=C2)F ([2-Amino-4-(azepane-1-carbonyl)-phenyl]-(6-fluoro-imidazo[1,2-a]pyridin-3-yl)-methanone), C(=O)O (formic acid), C(=O)N (formamide). Reaction conditions: temperature 170 celsius. Yields the product N1(CCCCCC1)C(=O)C1=CC=C2C(=NC=NC2=C1)C1=CN=C2N1C=C(C=C2)F (Azepan-1-yl-[4-(6-fluoro-imidazo[1,2-a]pyridin-3-yl)-quinazolin-7-yl]-methanone). As a reaction SMILES: [NH2:1][C:2]1[CH:7]=[C:6]([C:8]([N:10]2[CH2:16][CH2:15][CH2:14][CH2:13][CH2:12][CH2:11]2)=[O:9])[CH:5]=[CH:4][C:3]=1[C:17]([C:19]1[N:23]2[CH:24]=[C:25]([F:28])[CH:26]=[CH:27][C:22]2=[N:21][CH:20]=1)=O.C(O)=O.[CH:32]([NH2:34])=O>>[N:10]1([C:8]([C:6]2[CH:7]=[C:2]3[C:3]([C:17]([C:19]4[N:23]5[CH:24]=[C:25]([F:28])[CH:26]=[CH:27][C:22]5=[N:21][CH:20]=4)=[N:34][CH:32]=[N:1]3)=[CH:4][CH:5]=2)=[O:9])[CH2:16][CH2:15][CH2:14][CH2:13][CH2:12][CH2:11]1. Procedure: A solution of example 30 (50 mg) in a mixture of formic acid (160 μL, 32 equiv.) and formamide (640 μL, 122 equiv.), under argon atmosphere, was heated through microwave irradiation for 25 min at 170° C. As a reaction SMILES: [BH4-:39].[CH3:44][OH:45].[CH:12]1([N:16]2[CH2:17][CH2:18][c:19]3[c:20]([cH:23][cH:24][c:25]([O:27][c:28]4[cH:29][cH:30][c:31]5[c:32]([n:33]4)[C:34](=[O:38])[NH:35][C:36]5=[O:37])[cH:26]3)[CH2:21][CH2:22]2)[CH2:13][CH2:14][CH2:15]1.[CH:46]([Cl:47])([Cl:48])[Cl:49].[Cl+3:1]([O-:2])([O-:3])([O-:4])[O-:5].[Cl+3:7]([O-:8])([O-:9])([O-:10])[O-:11].[ClH:41].[Mg+2:6].[Na+:40].[Na+:43].[OH-:42]>>[CH:12]1([N:16]2[CH2:17][CH2:18][c:19]3[c:20]([cH:23][cH:24][c:25]([O:27][c:28]4[cH:29][cH:30][c:31]5[c:32]([n:33]4)[CH:34]([OH:38])[NH:35][C:36]5=[O:37])[cH:26]3)[CH2:21][CH2:22]2)[CH2:13][CH2:14][CH2:15]1. Product: O=C1NC(O)c2nc(Oc3ccc4c(c3)CCN(C3CCC3)CC4)ccc21. Starting materials: [BH4-], CO, O=C1NC(=O)c2nc(Oc3ccc4c(c3)CCN(C3CCC3)CC4)ccc21, ClC(Cl)Cl, [O-][Cl+3]([O-])([O-])[O-], [O-][Cl+3]([O-])([O-])[O-], Cl, [Mg+2], [Na+], [Na+], [OH-]. Reactants: distearyl (4-hydroxy-3-methyl-5-t-butyl)benzylmalonate, bis[3,3-bis(4-hydroxy-3-t-butylphenyl)butyric acid]glycol ester, 1,3,5-tris(3,5-di-t-butyl-4-hydroxybenzyl)isocyanurate, C(C1=CC(=CC(=C1O)C1(CCCCC1)C)C)C1=CC(=CC(=C1O)C1(CCCCC1)C)C (2,2'-methylenebis[6-(1-methylcyclohexyl)p-cresol]), C(C)(C)(C)C=1C=C(CC2=C(C(=C(C(=C2C)CC2=CC(=C(C(=C2)C(C)(C)C)O)C(C)(C)C)C)CC2=CC(=C(C(=C2)C(C)(C)C)O)C(C)(C)C)C)C=C(C1O)C(C)(C)C (1,3,5-tris(3,5-di-t-butyl-4-hydroxybenzyl)-2,4,6-trimethylbenzene), C(C)(C)(C)C=1C=C(C=C(C1O)C(C)(C)C)CCC(=O)NC(C(NC(CCC1=CC(=C(C(=C1)C(C)(C)C)O)C(C)(C)C)=O)=O)=O (bis[3-(3,5-di-t-butyl-4-hydroxyphenyl)propionyl]oxamide), CC(CC1=CC(=C(C(=C1)C(C)(C)C)O)C(C)(C)C)(C)C1OCC2(CO1)COC(OC2)C(CC2=CC(=C(C(=C2)C(C)(C)C)O)C(C)(C)C)(C)C (3,9-bis[1,1-dimethyl-2-(3,5-di-t-butyl-4-hydroxyphenyl)ethyl]-2,4,8,10-tetraoxaspiro-[5.5]undecane), CC1=C(C=C(C(=C1)O)C(C)(C)C)C(CC(C)C1=C(C=C(C(=C1)C(C)(C)C)O)C)C1=C(C=C(C(=C1)C(C)(C)C)O)C (1,1,3-tris(2-methyl-4-hydroxy-5-t-butylphenyl)butane), C(C1=C(C(=CC(=C1)C)C(C)(C)C)O)C1=C(C(=CC(=C1)C)C(C)(C)C)O (2,2'-methylenebis(4-methyl-6-t-butylphenol)), C(C1=CC(=C(C(=C1)C(C)(C)C)O)C(C)(C)C)C1=CC(=C(C(=C1)C(C)(C)C)O)C(C)(C)C (4,4'-methylenebis(2,6-di-t-butylphenol)), C(CCC)(C=1C(=CC(=C(C1)C(C)(C)C)O)C)C=1C(=CC(=C(C1)C(C)(C)C)O)C (4,4'-butylidenebis(6-t-butyl-m-cresol)). Yields the product C(C)(C)(C)C1=CC(=CC(=C1O)C(C)(C)C)C (2,6-di-t-butyl-p-cresol). RXN SMILES: C([C:14]1[CH:19]=[C:18]([CH3:20])[CH:17]=[C:16]([C:21]([CH3:24])([CH3:23])[CH3:22])[C:15]=1[OH:25])C1C=C(C)C=C(C(C)(C)C)C=1O.[CH2:26](C1C=C(C(C)(C)C)C(O)=C(C(C)(C)C)C=1)[C:27]1[CH:32]=C(C(C)(C)C)C(O)=C(C(C)(C)C)[CH:28]=1.C(C1C(O)=C(C2(C)CCCCC2)C=C(C)C=1)C1C(O)=C(C2(C)CCCCC2)C=C(C)C=1.C(C1C(C)=CC(O)=C(C(C)(C)C)C=1)(C1C(C)=CC(O)=C(C(C)(C)C)C=1)CCC.CC1C=C(O)C(C(C)(C)C)=CC=1C(C1C=C(C(C)(C)C)C(O)=CC=1C)CC(C1C=C(C(C)(C)C)C(O)=CC=1C)C.C(C1C=C(C=C(C(C)(C)C)C=1O)CC1C(C)=C(CC2C=C(C(C)(C)C)C(O)=C(C(C)(C)C)C=2)C(C)=C(CC2C=C(C(C)(C)C)C(O)=C(C(C)(C)C)C=2)C=1C)(C)(C)C.CC(C1OCC2(COC(C(C)(C)CC3C=C(C(C)(C)C)C(O)=C(C(C)(C)C)C=3)OC2)CO1)(C)CC1C=C(C(C)(C)C)C(O)=C(C(C)(C)C)C=1.C(C1C=C(CCC(NC(=O)C(=O)NC(=O)CCC2C=C(C(C)(C)C)C(O)=C(C(C)(C)C)C=2)=O)C=C(C(C)(C)C)C=1O)(C)(C)C>>[C:27]([C:14]1[C:15]([OH:25])=[C:16]([C:21]([CH3:24])([CH3:23])[CH3:22])[CH:17]=[C:18]([CH3:20])[CH:19]=1)([CH3:32])([CH3:28])[CH3:26]. Procedure: distearyl (4-hydroxy-3-methyl-5-t-butyl)benzylmalonate; 2,2'-methylenebis(4-methyl-6-t-butylphenol); 4,4'-methylenebis(2,6-di-t-butylphenol); 2,2'-methylenebis[6-(1-methylcyclohexyl)p-cresol]; bis[3,3-bis(4-hydroxy-3-t-butylphenyl)butyric acid]glycol ester; 4,4'-butylidenebis(6-t-butyl-m-cresol); 1,1,3-tris(2-methyl-4-hydroxy-5-t-butylphenyl)butane; 1,3,5-tris(3,5-di-t-butyl-4-hydroxybenzyl)-2,4,6-trimethylbenzene; 3,9-bis[1,1-dimethyl-2-(3,5-di-t-butyl-4-hydroxyphenyl)ethyl]-2,4,8,10-tetraoxasp... Reactants: BrC=1C(NC(=NC1C(C)C)C1=C(C=CC(=C1)C(CBr)=O)OCCC)=O (5-Bromo-6-isopropyl-2-(5-(2-bromoacetyl)-2-n-propoxyphenyl)pyrimid-4(3H)-one), CN1CCNCC1 (N-methyl piperazine). The product is BrC=1C(NC(=NC1C(C)C)C1=C(C=CC(=C1)C(CN1CCN(CC1)C)=O)OCCC)=O (5-Bromo-6-isopropyl-2-(5-(2-(4-methyl-piperazin-1-yl)acetyl)-2-n-propoxyphenyl)pyrimid-4(3H)-one). Reaction SMILES: [Br:1][C:2]1[C:3](=[O:25])[NH:4][C:5]([C:11]2[CH:16]=[C:15]([C:17](=[O:20])[CH2:18]Br)[CH:14]=[CH:13][C:12]=2[O:21][CH2:22][CH2:23][CH3:24])=[N:6][C:7]=1[CH:8]([CH3:10])[CH3:9].[CH3:26][N:27]1[CH2:32][CH2:31][NH:30][CH2:29][CH2:28]1>>[Br:1][C:2]1[C:3](=[O:25])[NH:4][C:5]([C:11]2[CH:16]=[C:15]([C:17](=[O:20])[CH2:18][N:30]3[CH2:31][CH2:32][N:27]([CH3:26])[CH2:28][CH2:29]3)[CH:14]=[CH:13][C:12]=2[O:21][CH2:22][CH2:23][CH3:24])=[N:6][C:7]=1[CH:8]([CH3:10])[CH3:9]. Reported procedure: The title compound was prepared by reacting the compound of example 71 with N-methyl piperazine, in the same manner as that of example 72. 1H NMR (CDCl3) δ: 9.23 (1H, d), 8.19 (1H, dd), 7.10 (1H, d), 4.28 (2H, t), 3.77 (2H, s), 3.53 (1H, m), 2.66 (4H, t), 2.52 (4H, t), 2.31 (3H, s), 2.02 (2H, m), 1.29 (6H, d), 1.15 (3H, t). The reactants are CC1(C)CN1C(=O)OCc1ccccc1, CC1(C)CCC(C)(C)C1O, ClCCl, [Na+], O=C([O-])O. The product is CC(C)(COC1C(C)(C)CCC1(C)C)NC(=O)OCc1ccccc1. Reaction SMILES: [C:1](=[O:2])([O:3][CH2:4][c:5]1[cH:6][cH:7][cH:8][cH:9][cH:10]1)[N:11]1[C:12]([CH3:14])([CH3:15])[CH2:13]1.[CH3:16][C:17]1([CH3:25])[CH:18]([OH:24])[C:19]([CH3:22])([CH3:23])[CH2:20][CH2:21]1.[Cl:31][CH2:32][Cl:33].[Na+:30].[O-:26][C:27]([OH:28])=[O:29]>>[C:1](=[O:2])([O:3][CH2:4][c:5]1[cH:6][cH:7][cH:8][cH:9][cH:10]1)[NH:11][C:12]([CH2:13][O:24][CH:18]1[C:17]([CH3:16])([CH3:25])[CH2:21][CH2:20][C:19]1([CH3:22])[CH3:23])([CH3:14])[CH3:15].